Dataset: the Open Reaction Database (ORD), a public repository of structured organic reaction records. Task: describe an organic reaction: reactants, conditions, products, and yield Starting materials: COC(=O)C(OCC1(c2ccc(F)cc2)CCN(C(=O)OC(C)(C)C)CC1)c1cc(Cl)cc2cn[nH]c12, CN(C)C(=O)C(OCC1(c2ccc(F)cc2)CCN(C(=O)OC(C)(C)C)CC1)c1cc(Cl)cc2cn(COCC[Si](C)(C)C)nc12. The product is CN(C)C(=O)C(OCC1(c2ccc(F)cc2)CCN(C(=O)OC(C)(C)C)CC1)c1cc(Cl)cc2cn[nH]c12. As a reaction SMILES: [Cl:1][c:2]1[cH:3][c:4]2[c:5]([c:6]([CH:7]([O:8][CH2:9][C:10]3([c:11]4[cH:12][cH:13][c:14]([F:15])[cH:16][cH:17]4)[CH2:18][CH2:19][N:20]([C:21]([O:22][C:23]([CH3:24])([CH3:25])[CH3:26])=[O:27])[CH2:28][CH2:29]3)[C:30]([O:31][CH3:32])=[O:33])[cH:34]1)[nH:35][n:36][cH:37]2.[Cl:38][c:39]1[cH:40][c:41]2[cH:42][n:43]([CH2:76][O:77][CH2:78][CH2:79][Si:80]([CH3:81])([CH3:82])[CH3:83])[n:44][c:45]2[c:46]([CH:48]([C:49](=[O:50])[N:51]([CH3:52])[CH3:53])[O:54][CH2:55][C:56]2([c:69]3[cH:70][cH:71][c:72]([F:75])[cH:73][cH:74]3)[CH2:57][CH2:58][N:59]([C:62](=[O:63])[O:64][C:65]([CH3:66])([CH3:67])[CH3:68])[CH2:60][CH2:61]2)[cH:47]1>>[Cl:38][c:39]1[cH:40][c:41]2[cH:42][n:43][nH:44][c:45]2[c:46]([CH:48]([C:49](=[O:50])[N:51]([CH3:52])[CH3:53])[O:54][CH2:55][C:56]2([c:69]3[cH:70][cH:71][c:72]([F:75])[cH:73][cH:74]3)[CH2:57][CH2:58][N:59]([C:62](=[O:63])[O:64][C:65]([CH3:66])([CH3:67])[CH3:68])[CH2:60][CH2:61]2)[cH:47]1. Reactants: O=C(n1ccnc1)n1ccnc1, C1CCC2=NCCCN2CC1, NS(=O)(=O)C1CC1, C1CCOC1, CCCS(=O)(=O)C1(c2ccc(-c3ccccc3)cc2)CC2C(=O)NC3(C(=O)O)CC3C=CCCCCCC(NC(=O)OC(C)(C)C)C(=O)N2C1. Yields the product CCCS(=O)(=O)C1(c2ccc(-c3ccccc3)cc2)CC2C(=O)NC3(C(=O)NS(=O)(=O)C4CC4)CC3C=CCCCCCC(NC(=O)OC(C)(C)C)C(=O)N2C1. Reaction SMILES: [C:51]([n:52]1[cH:53][cH:54][n:55][cH:56]1)([n:57]1[cH:58][cH:59][n:60][cH:61]1)=[O:62].[CH2:70]1[CH2:71][CH2:72][C:73]2=[N:78][CH2:77][CH2:76][CH2:75][N:74]2[CH2:79][CH2:80]1.[CH:63]1([S:66](=[O:67])(=[O:68])[NH2:69])[CH2:64][CH2:65]1.[O:81]1[CH2:82][CH2:83][CH2:84][CH2:85]1.[c:1]1(-[c:45]2[cH:46][cH:47][cH:48][cH:49][cH:50]2)[cH:2][cH:3][c:4]([C:7]2([S:39](=[O:40])(=[O:41])[CH2:42][CH2:43][CH3:44])[CH2:8][CH:9]3[N:10]([C:11](=[O:37])[CH:12]([NH:29][C:30](=[O:31])[O:32][C:33]([CH3:34])([CH3:35])[CH3:36])[CH2:13][CH2:14][CH2:15][CH2:16][CH2:17][CH:18]=[CH:19][CH:20]4[C:21]([C:26](=[O:27])[OH:28])([NH:22][C:23]3=[O:24])[CH2:25]4)[CH2:38]2)[cH:5][cH:6]1>>[c:1]1(-[c:45]2[cH:46][cH:47][cH:48][cH:49][cH:50]2)[cH:2][cH:3][c:4]([C:7]2([S:39](=[O:40])(=[O:41])[CH2:42][CH2:43][CH3:44])[CH2:8][CH:9]3[N:10]([C:11](=[O:37])[CH:12]([NH:29][C:30](=[O:31])[O:32][C:33]([CH3:34])([CH3:35])[CH3:36])[CH2:13][CH2:14][CH2:15][CH2:16][CH2:17][CH:18]=[CH:19][CH:20]4[C:21]([C:26](=[O:27])[NH:69][S:66]([CH:63]5[CH2:64][CH2:65]5)(=[O:67])=[O:68])([NH:22][C:23]3=[O:24])[CH2:25]4)[CH2:38]2)[cH:5][cH:6]1. Starting materials: CSC, CO, ClC(Cl)Cl, C=Cc1cnc(Cl)nc1NC, O=[O+][O-]. Product: CNc1nc(Cl)ncc1C=O. RXN SMILES: [CH3:15][S:16][CH3:17].[CH3:22][OH:23].[Cl:18][CH:19]([Cl:20])[Cl:21].[Cl:1][c:2]1[n:3][cH:4][c:5]([CH:10]=[CH2:11])[c:6]([NH:8][CH3:9])[n:7]1.[O-:12][O+:13]=[O:14]>>[Cl:1][c:2]1[n:3][cH:4][c:5]([CH:10]=[O:12])[c:6]([NH:8][CH3:9])[n:7]1.